Dataset: the Open Reaction Database (ORD), a public repository of structured organic reaction records. Task: describe an organic reaction: reactants, conditions, products, and yield The reactants are [OH-].[Na+] (sodium hydroxide), COC=1C=C(C=C(C1OC)OC)C#C/C=C/C(=O)N1CCC(CC1)CC(CC1CCN(CC1)C(\C=C\C#CC1=CC(=C(C(=C1)OC)OC)OC)=O)C(=O)OC (methyl 1,3-bis(1-[(E)-5-(3,4,5-trimethoxyphenyl)-2-penten-4-ynoyl]-4-piperidinyl]-2-propanecarboxylate), Cl (hydrochloric acid). Run in CO (methanol). Conditions: time 1 hour. Yields the product COC=1C=C(C=C(C1OC)OC)C#C/C=C/C(=O)N1CCC(CC1)CC(CC1CCN(CC1)C(\C=C\C#CC1=CC(=C(C(=C1)OC)OC)OC)=O)C(=O)O (1,3-bis[1-[(E)-5-(3,4,5-Trimethoxyphenyl)-2-penten-4-ynoyl]-4-piperidinyl]-2-propanecarboxylic Acid). Yield: 34.4%. RXN SMILES: [OH-].[Na+].[CH3:3][O:4][C:5]1[CH:6]=[C:7]([C:15]#[C:16]/[CH:17]=[CH:18]/[C:19]([N:21]2[CH2:26][CH2:25][CH:24]([CH2:27][CH:28]([C:54]([O:56]C)=[O:55])[CH2:29][CH:30]3[CH2:35][CH2:34][N:33]([C:36](=[O:53])/[CH:37]=[CH:38]/[C:39]#[C:40][C:41]4[CH:46]=[C:45]([O:47][CH3:48])[C:44]([O:49][CH3:50])=[C:43]([O:51][CH3:52])[CH:42]=4)[CH2:32][CH2:31]3)[CH2:23][CH2:22]2)=[O:20])[CH:8]=[C:9]([O:13][CH3:14])[C:10]=1[O:11][CH3:12].Cl>CO>[CH3:52][O:51][C:43]1[CH:42]=[C:41]([C:40]#[C:39]/[CH:38]=[CH:37]/[C:36]([N:33]2[CH2:32][CH2:31][CH:30]([CH2:29][CH:28]([C:54]([OH:56])=[O:55])[CH2:27][CH:24]3[CH2:25][CH2:26][N:21]([C:19](=[O:20])/[CH:18]=[CH:17]/[C:16]#[C:15][C:7]4[CH:6]=[C:5]([O:4][CH3:3])[C:10]([O:11][CH3:12])=[C:9]([O:13][CH3:14])[CH:8]=4)[CH2:22][CH2:23]3)[CH2:35][CH2:34]2)=[O:53])[CH:46]=[C:45]([O:47][CH3:48])[C:44]=1[O:49][CH3:50] |f:0.1|. Procedure details: A 5N aqueous sodium hydroxide (2 ml; 10 mmol) was added to a solution in methanol (2 ml) of methyl 1,3-bis(1-[(E)-5-(3,4,5-trimethoxyphenyl)-2-penten-4-ynoyl]-4-piperidinyl]-2-propanecarboxylate (136 mg; 0.18 mmol) synthesized by the above process, and the mixture was stirred for 1 hour in a bath controlled at 65° C. The reaction mixture was made acidic by addition of 1N hydrochloric acid and extracted with chloroform. The organic layer was washed with saturated brine, dried over anhydrous sodiu...